From a dataset of the Open Reaction Database (ORD), a public repository of structured organic reaction records. describe an organic reaction: reactants, conditions, products, and yield Reactants: NC=1C(=CC=CC1)C (o-toluidine), C(#N)CC(=O)O (cyanoacetic acid), ON1N=NC2=C1C=CC=C2 (1-hydroxybenzotriazole), Cl.CN(CCCN=C=NCC)C (1-(3dimethylaminopropyl)-3-ethylcarbodiimide hydrochloride). Reagents/catalysts: CN(C1=CC=NC=C1)C (4-dimethylaminopyridine). Solvent: C(Cl)Cl (methylene chloride). Reaction conditions: time 8 hour. The product is C=1(C(=CC=CC1)C(=O)N)C.C(#N)CC(=O)O (cyanoacetic acid o-toluamide). The yield is 45.5%. As a reaction SMILES: N[C:2]1[C:3](C)=[CH:4]C=[CH:6][CH:7]=1.[C:9]([CH2:11][C:12]([OH:14])=[O:13])#[N:10].O[N:16]1C2C=CC=CC=2N=N1.Cl.CN(C)CCCN=C=NCC>CN(C)C1C=CN=CC=1.C(Cl)Cl>[C:3]1([CH3:4])[C:11]([C:12]([NH2:16])=[O:14])=[CH:9][CH:6]=[CH:7][CH:2]=1.[C:9]([CH2:11][C:12]([OH:14])=[O:13])#[N:10] |f:3.4,7.8|. Reported procedure: A mixture of o-toluidine (5.0 mL, 47 mmol), methylene chloride (15 mL), cyanoacetic acid (8.0 g, 94 mmol), 1-hydroxybenzotriazole (12.7 g, 94 mmol), 4-dimethylaminopyridine (5 crystals, catalytic amount), and 1-(3dimethylaminopropyl)-3-ethylcarbodiimide hydrochloride (16.2 g, 94 mmol) was stirred at ambient temperature overnight. The reaction was concentrated and the residual pale yellow oil was partitioned between ethyl acetate and water. The phases were separated and the organic layer was wash... The product is COC=1C(=C2C=CC=NC2=CC1)N1CCNCC1 (6-methoxy-5-piperazin-1-yl-quinoline). Procedure: To an oven-dried 100 mL flask under N2 atmosphere was added 5-bromo-6-methoxyquinoline (3 g, 12.6 mmol), piperazine (6.5 g. 75.6 mmol), Pd(dba)2 (570 mg, 5 mol %), P(t-Bu)3 (0.628 mL, 5 mol %) and sodium t-butoxide (1.82 g, 18.9 mmol). 50 mL dry o-xylene was added and the reaction mixture stirred and heated at 120° C. for 3 hours, then at room temperature overnight. The reaction mixture was poured into H2O (100 mL) and extracted into EtOAc (3×100 mL). The organic fractions were combined, dried o... The reagents and catalysts are C=1C=CC(=CC1)/C=C/C(=O)/C=C/C2=CC=CC=C2.C=1C=CC(=CC1)/C=C/C(=O)/C=C/C2=CC=CC=C2.[Pd] (Pd(dba)2). Solvent: CC=1C=CC=CC1C (o-xylene), O (H2O). Reactants: BrC1=C2C=CC=NC2=CC=C1OC (5-bromo-6-methoxyquinoline), N1CCNCC1 (piperazine), P(C(C)(C)C)(C(C)(C)C)C(C)(C)C (P(t-Bu)3), CC(C)([O-])C.[Na+] (sodium t-butoxide). As a reaction SMILES: Br[C:2]1[C:11]([O:12][CH3:13])=[CH:10][CH:9]=[C:8]2[C:3]=1[CH:4]=[CH:5][CH:6]=[N:7]2.[NH:14]1[CH2:19][CH2:18][NH:17][CH2:16][CH2:15]1.P(C(C)(C)C)(C(C)(C)C)C(C)(C)C.CC(C)([O-])C.[Na+]>C1C=CC(/C=C/C(/C=C/C2C=CC=CC=2)=O)=CC=1.C1C=CC(/C=C/C(/C=C/C2C=CC=CC=2)=O)=CC=1.[Pd].O.CC1C=CC=CC=1C>[CH3:13][O:12][C:11]1[C:2]([N:14]2[CH2:19][CH2:18][NH:17][CH2:16][CH2:15]2)=[C:3]2[C:8](=[CH:9][CH:10]=1)[N:7]=[CH:6][CH:5]=[CH:4]2 |f:3.4,5.6.7|. The yield is 5.5%. Conditions: temperature 120 celsius. Starting materials: FC(C1=C(OC2CCNCC2)C=CC=C1)(F)F (4-(2-trifluoromethyl-phenoxy)-piperidine), C1(=CC=C(C=C1)C(=O)NCC(=O)O)C1=CC=CC=C1 ([(biphenyl-4-carbonyl)-amino]-acetic acid), CCN(C(C)C)C(C)C (DIPEA), C=1C=CC2=C(C1)N=NN2O (HOBt), CCN=C=NCCCN(C)C.Cl (EDCI.HCl). The solvent is CN(C)C=O (DMF), O (water). Run at time 8 hour. Yields the product O=C(CNC(=O)C1=CC=C(C=C1)C1=CC=CC=C1)N1CCC(CC1)OC1=C(C=CC=C1)C(F)(F)F (biphenyl-4-carboxylic acid {2-oxo-2-[4-(2-trifluoromethyl-phenoxy)-piperidin-1-yl]-ethyl}-amide). Yield: 46.0%. Reaction SMILES: [C:1]1([C:14]2[CH:19]=[CH:18][CH:17]=[CH:16][CH:15]=2)[CH:6]=[CH:5][C:4]([C:7]([NH:9][CH2:10][C:11]([OH:13])=O)=[O:8])=[CH:3][CH:2]=1.CCN(C(C)C)C(C)C.C1C=CC2N(O)N=NC=2C=1.CCN=C=NCCCN(C)C.Cl.[F:51][C:52]([F:67])([F:66])[C:53]1[CH:65]=[CH:64][CH:63]=[CH:62][C:54]=1[O:55][CH:56]1[CH2:61][CH2:60][NH:59][CH2:58][CH2:57]1>CN(C=O)C.O>[O:13]=[C:11]([N:59]1[CH2:58][CH2:57][CH:56]([O:55][C:54]2[CH:62]=[CH:63][CH:64]=[CH:65][C:53]=2[C:52]([F:51])([F:66])[F:67])[CH2:61][CH2:60]1)[CH2:10][NH:9][C:7]([C:4]1[CH:3]=[CH:2][C:1]([C:14]2[CH:19]=[CH:18][CH:17]=[CH:16][CH:15]=2)=[CH:6][CH:5]=1)=[O:8] |f:3.4|. Procedure details: To a stirred solution of [(biphenyl-4-carbonyl)-amino]-acetic acid (0.09128 g, 0.00036 mol) in DMF (2 mL) was added DIPEA (0.126 g, 0.00098 mol), HOBt (0.05266 g, 0.0003901 mol) and EDCI.HCl (0.07457 g, 0.00039 mol) at ambient temperature. After 2 minutes 4-(2-trifluoromethyl-phenoxy)-piperidine trifluoroactetate (0.11 g, 0.00033 mol) was added and the resulting mixture was stirred at the same temperature overnight. The reaction mixture was diluted with cold water and the resulting precipitate w... As a reaction SMILES: Cl[C:2]1[CH:7]=[CH:6][C:5]([C:8](=[O:10])[CH3:9])=[C:4]([N+:11]([O-:13])=[O:12])[CH:3]=1.[CH3:14][C@H:15]1[CH2:20][NH:19][CH2:18][C@@H:17]([CH3:21])[NH:16]1>CN1CCCC1=O.C(OCC)(=O)C>[CH3:14][C@H:15]1[NH:16][C@@H:17]([CH3:21])[CH2:18][N:19]([C:2]2[CH:7]=[CH:6][C:5]([C:8](=[O:10])[CH3:9])=[C:4]([N+:11]([O-:13])=[O:12])[CH:3]=2)[CH2:20]1. Starting materials: ClC1=CC(=C(C=C1)C(C)=O)[N+](=O)[O-] (1-(4-chloro-2-nitrophenyl)ethanone), C[C@@H]1N[C@@H](CNC1)C (cis-2,6-dimethylpiperazine). Product: C[C@@H]1CN(C[C@@H](N1)C)C1=CC(=C(C=C1)C(C)=O)[N+](=O)[O-] (1-[4-(cis-3,5-Dimethyl-1-piperazinyl)-2-nitrophenyl]ethanone). Reported procedure: A mixture of 1-(4-chloro-2-nitrophenyl)ethanone (WO 9322287) (700 mg, 3.5 mmol) and cis-2,6-dimethylpiperazine (1.2 g, 10.5 mmol) in 1-methyl-2-pyrrolidinone (12 ml) was heated at 160° C. in a microwave reactor for 40 min. The reaction mixture was cooled, diluted with ethyl acetate and washed with water (×3), brine, dried over anhydrous magnesium sulfate and concentrated in vacuo. The resulting 1:1 mixture of the title compound (D5) MS (ES+) m/e [M+H]+278 and 1-[4-chloro-2-(cis-3,5-dimethyl-1-pi... The solvent is CN1C(CCC1)=O (1-methyl-2-pyrrolidinone), C(C)(=O)OCC (ethyl acetate). Reaction conditions: temperature 160 celsius. Reactants: O=C(O)c1cn2ccnc2c(Cl)c1Nc1ccc(Br)cc1F, COC(=O)c1cn2ccnc2c(Cl)c1Nc1ccc(Br)cc1F, CCO, NN. The product is NNC(=O)c1cn2ccnc2c(Cl)c1Nc1ccc(Br)cc1F. As a reaction SMILES: [Br:1][c:2]1[cH:3][c:4]([F:22])[c:5]([NH:8][c:9]2[c:10]([Cl:21])[c:11]3[n:12]([cH:13][c:14]2[C:15](=[O:16])[OH:17])[cH:18][cH:19][n:20]3)[cH:6][cH:7]1.[CH3:23][O:24][C:25]([c:26]1[c:27]([NH:28][c:29]2[cH:30][cH:31][c:32]([Br:33])[cH:34][c:35]2[F:36])[c:37]([Cl:38])[c:39]2[n:40]([cH:41][cH:42][n:43]2)[cH:44]1)=[O:45].[CH3:48][CH2:49][OH:50].[NH2:46][NH2:47]>>[Br:1][c:2]1[cH:3][c:4]([F:22])[c:5]([NH:8][c:9]2[c:10]([Cl:21])[c:11]3[n:12]([cH:13][c:14]2[C:15](=[O:16])[NH:46][NH2:47])[cH:18][cH:19][n:20]3)[cH:6][cH:7]1. The product is C=C(Cl)CC(C(=O)OCC)C(C)C. Reactants: CCOC(=O)CC(C)C, [Li]CCCC, CC(C)NC(C)C, C=C(Cl)CCl, C1CCOC1. As a reaction SMILES: [C:13]([CH2:14][CH:15]([CH3:16])[CH3:17])(=[O:18])[O:19][CH2:20][CH3:21].[CH2:8]([Li:9])[CH2:10][CH2:11][CH3:12].[CH:1]([NH:2][CH:3]([CH3:4])[CH3:5])([CH3:6])[CH3:7].[Cl:22][C:23](=[CH2:24])[CH2:25][Cl:26].[O:27]1[CH2:28][CH2:29][CH2:30][CH2:31]1>>[C:13]([CH:14]([CH:15]([CH3:16])[CH3:17])[CH2:25][C:23]([Cl:22])=[CH2:24])(=[O:18])[O:19][CH2:20][CH3:21]. The reactants are ClC1=C2C=CNC2=CC=C1 (4-chloro indole), C(=O)C1=CC=C(O1)C(=O)O (5-formyl 2-furan carboxylic acid). Product: ClC1=C2C(=CNC2=CC=C1)C(C=1OC(=CC1)C(=O)O)C1=CNC2=CC=CC(=C12)Cl (Bis(4-chloroindol-3-yl)-(5-carboxy-2-furyl)methane). As a reaction SMILES: [Cl:1][C:2]1[CH:10]=[CH:9][CH:8]=[C:7]2[C:3]=1[CH:4]=[CH:5][NH:6]2.[CH:11]([C:13]1[O:17][C:16]([C:18]([OH:20])=[O:19])=[CH:15][CH:14]=1)=O>>[Cl:1][C:2]1[CH:10]=[CH:9][CH:8]=[C:7]2[C:3]=1[C:4]([CH:11]([C:4]1[C:3]3[C:7](=[CH:8][CH:9]=[CH:10][C:2]=3[Cl:1])[NH:6][CH:5]=1)[C:13]1[O:17][C:16]([C:18]([OH:20])=[O:19])=[CH:15][CH:14]=1)=[CH:5][NH:6]2. Reported procedure: The compound Bis(4-chloroindol-3-yl)-(5-carboxy-2-furyl)methane was prepared following procedure A, starting from 4-chloro indole and 5-formyl 2-furan carboxylic acid. LC: Tr 2.31 min, MS: 425 (M+H)+